describe an organic reaction: reactants, conditions, products, and yield From a dataset of the Open Reaction Database (ORD), a public repository of structured organic reaction records. The reactants are [Na] (sodium), CS(=O)(=O)OCC(CCCC)C1=C(C=C(C=C1)Cl)Cl (2-(2,4-dichlorophenyl)hexyl methane sulfonate), [Na] (sodium), 10g, ClC=1N=CNC1Cl (4,5-dichlorimidazole), Cl (hydrogen chloride). Solvent: CO (methanol), CO (methanol), O (water), CN(C=O)C (dimethyl formamide), CCOCC (ether). Product: ClC1=C(C=CC(=C1)Cl)C(CN1C=NC(=C1Cl)Cl)CCCC (1-[β-(2,4-dichlorophenyl)hexyl]4,5-dichloroimidazole). The yield is 47.0%. Reaction SMILES: [Na].[Cl:2][C:3]1[N:4]=[CH:5][NH:6][C:7]=1[Cl:8].CS(O[CH2:14][CH:15]([C:20]1[CH:25]=[CH:24][C:23]([Cl:26])=[CH:22][C:21]=1[Cl:27])[CH2:16][CH2:17][CH2:18][CH3:19])(=O)=O.Cl>CCOCC.O.CN(C)C=O.CO>[Cl:27][C:21]1[CH:22]=[C:23]([Cl:26])[CH:24]=[CH:25][C:20]=1[CH:15]([CH2:16][CH2:17][CH2:18][CH3:19])[CH2:14][N:4]1[C:3]([Cl:2])=[C:7]([Cl:8])[N:6]=[CH:5]1 |^1:0|. Procedure details: To 100 ml of methanol is added 1.7g (0.0735 moles) of sodium. When the sodium dissolves, 10g (0.0735 moles) of 4,5-dichlorimidazole is added. The mixture is stirred until a solution forms, and then the methanol is stripped off. The wet residue is then added to 50 ml of dimethyl formamide and the solution heated up to 125° to remove the remaining methanol and water. The solution is cooled to less than 100° and 2.5g (0.0735 moles) of 2-(2,4-dichlorophenyl)hexyl methane sulfonate is added. The reac... Reactants: C(C)(C)(C)OC(=O)N1CSC[C@H]1CO ((R)-t-butyl-4-(hydroxymethyl)thiazolidine-3-carboxylate), C(C)(C)(C)OC(=O)N1[C@H](CO)CCC1 (N-t-butoxycarbonyl-L-prolinol). Yields the product C(=O)[C@@H]1N(CSC1)C(=O)OC(C)(C)C ((S)-t-butyl 4-formylthiazolidine-3-carboxylate). RXN SMILES: [C:1]([O:5][C:6]([N:8]1[C@H:12]([CH2:13][OH:14])[CH2:11][S:10][CH2:9]1)=[O:7])([CH3:4])([CH3:3])[CH3:2].C(OC(N1CCC[C@H]1CO)=O)(C)(C)C>>[CH:13]([C@H:12]1[CH2:11][S:10][CH2:9][N:8]1[C:6]([O:5][C:1]([CH3:4])([CH3:3])[CH3:2])=[O:7])=[O:14]. Reported procedure: With the exception that (R)-t-butyl-4-(hydroxymethyl)thiazolidine-3-carboxylate, instead of N-t-butoxycarbonyl-L-prolinol, the same procedure as in Preparation Example 1-1 was repeated to afford the title compound. 9.21 g (44%). Starting materials: ClC1=CC(=NC=C1)C(=O)OC (methyl 4-chloropicolinate), C(C1=CC=CC=C1)N (benzylamine). Run in CCOCC.CCCCCC (ether hexane). Product: C(C1=CC=CC=C1)NC(=O)C1=NC=CC(=C1)Cl (N-benzyl-4-chloro-pyridine-2-carboxamide). As a reaction SMILES: [Cl:1][C:2]1[CH:7]=[CH:6][N:5]=[C:4]([C:8]([O:10]C)=O)[CH:3]=1.[CH2:12]([NH2:19])[C:13]1[CH:18]=[CH:17][CH:16]=[CH:15][CH:14]=1>CCOCC.CCCCCC>[CH2:12]([NH:19][C:8]([C:4]1[CH:3]=[C:2]([Cl:1])[CH:7]=[CH:6][N:5]=1)=[O:10])[C:13]1[CH:18]=[CH:17][CH:16]=[CH:15][CH:14]=1 |f:2.3|. Procedure details: A mixture of 5 g of methyl 4-chloropicolinate and 3.44 g of benzylamine is heated at 100° for 16 hours. Cooling and trituration with ether/hexane affords N-benzyl-4-chloro-pyridine-2-carboxamide. This material is heated with 5 g of sodium azide in 50 ml of dimethylformamide at 100° for 10 hours. After dilution with water the product is extracted with ether. Drying and removing the solvent affords 4-azido-N-benzyl-pyridine-2-carboxamide as an oil. This material is stirred under 1 atom of hydrogen... Starting materials: CC(=O)O[BH-](OC(C)=O)OC(C)=O, O=C([O-])O, CN1CCC(=O)CC1, CC(=O)O, ClCCCl, [Na+], [Na+], Nc1ncnc2c1c(-c1ccc(Oc3ccccc3)cc1)nn2C1CCNC1. Yields the product CN1CCC(N2CCC(n3nc(-c4ccc(Oc5ccccc5)cc4)c4c(N)ncnc43)C2)CC1. Reaction SMILES: [C:37]([O:38][BH-:39]([O:40][C:41](=[O:42])[CH3:43])[O:44][C:45](=[O:46])[CH3:47])(=[O:48])[CH3:49].[C:55](=[O:56])([OH:57])[O-:58].[CH3:29][N:30]1[CH2:31][CH2:32][C:33](=[O:36])[CH2:34][CH2:35]1.[CH3:51][C:52](=[O:53])[OH:54].[Cl:60][CH2:61][CH2:62][Cl:63].[Na+:50].[Na+:59].[O:1]([c:2]1[cH:3][cH:4][cH:5][cH:6][cH:7]1)[c:8]1[cH:9][cH:10][c:11](-[c:14]2[n:15][n:16]([CH:24]3[CH2:25][NH:26][CH2:27][CH2:28]3)[c:17]3[n:18][cH:19][n:20][c:21]([NH2:23])[c:22]23)[cH:12][cH:13]1>>[O:1]([c:2]1[cH:3][cH:4][cH:5][cH:6][cH:7]1)[c:8]1[cH:9][cH:10][c:11](-[c:14]2[n:15][n:16]([CH:24]3[CH2:25][N:26]([CH:33]4[CH2:32][CH2:31][N:30]([CH3:29])[CH2:35][CH2:34]4)[CH2:27][CH2:28]3)[c:17]3[n:18][cH:19][n:20][c:21]([NH2:23])[c:22]23)[cH:12][cH:13]1. The reactants are COP(OC)[O-] (dimethylphosphite), C(Cl)(Cl)(Cl)Cl (carbon tetrachloride), Cl.C(C)(C)(C)NN (t-butylhydrazine hydrochloride), C([O-])([O-])=O.[K+].[K+] (potassium carbonate). The reagents and catalysts are [Cl-].C(C)[N+](CC1=CC=CC=C1)(CC)CC (triethylbenzyl ammonium chloride). The solvent is ClCCl (dichloromethane), ClCCl (dichloromethane). Product: C(C)(C)(C)NNP(=O)(OC)OC (1-t-Butyl-2-Dimethoxyphosphoryl Hydrazine). Yield: 73.9%. Reaction SMILES: Cl.[C:2]([NH:6][NH2:7])([CH3:5])([CH3:4])[CH3:3].C(=O)([O-])[O-].[K+].[K+].C(Cl)(Cl)(Cl)Cl.[CH3:19][O:20][P:21]([O-:24])[O:22][CH3:23]>[Cl-].C([N+](CC)(CC)CC1C=CC=CC=1)C.ClCCl>[C:2]([NH:6][NH:7][P:21]([O:22][CH3:23])([O:20][CH3:19])=[O:24])([CH3:5])([CH3:4])[CH3:3] |f:0.1,2.3.4,7.8|. Reported procedure: A mixture of t-butylhydrazine hydrochloride (12.46 g, 0.1 mole), potassium carbonate (27.64 g, 0.2 mole) and triethylbenzyl ammonium chloride (0.3 g, 0.0013 mole) was stirred vigorously at reflux with dichloromethane (100 ml) and carbon tetrachloride (60 ml) for 30 minutes. A solution of dimethylphosphite (11.0 g, 0.1 mole) in dichloromethane (20 ml) was then added dropwise to this refluxing mixture and the mixture stirred and refluxed for an additional 20 hours. The mixture was then filtered an...